Dataset: the Open Reaction Database (ORD), a public repository of structured organic reaction records. Task: describe an organic reaction: reactants, conditions, products, and yield Reactants: solution, C(C)(C)(C)O[C@H](CO)C1=C(C2=C(N=CS2)C=C1C)C1=CC=C(C=C1)Cl ((S)-2-tert-butoxy-2-(7-(4-chlorophenyl)-5-methylbenzo[d]thiazol-6-yl)ethanol), solution, I(=O)(=O)(=O)O (periodic acid), [O-2].[O-2].[O-2].[Cr+6] (chromium trioxide). The solvent is C(C)#N (acetonitrile), C(C)#N (acetonitrile). Conditions: temperature 0 celsius, time 0.5 hour. Yields the product I(=O)(=O)(=O)O.[O-2].[O-2].[O-2].[Cr+6] (periodic acid chromium trioxide). Reaction SMILES: [I:1]([OH:5])(=[O:4])(=[O:3])=[O:2].[O-2:6].[O-2].[O-2].[Cr+6:9].C([O:14][C@@H](C1C(C)=CC2N=CSC=2C=1C1C=CC(Cl)=CC=1)CO)(C)(C)C>C(#N)C>[I:1]([OH:5])(=[O:4])(=[O:3])=[O:2].[O-2:14].[O-2:6].[O-2:2].[Cr+6:9] |f:1.2.3.4,7.8.9.10.11|. Procedure details: A stock solution of periodic acid/chromium trioxide was prepared according to WO 99/52850 by dissolving periodic acid (11.4 g, 50.0 mmol) and chromium trioxide (23 mg, 1.2 mol %) in wet acetonitrile (0.75% H2O) to a volume of 114 mL. This stock solution (0.090 mL) was added to a solution of (S)-2-tert-butoxy-2-(7-(4-chlorophenyl)-5-methylbenzo[d]thiazol-6-yl)ethanol (5K) (5 mg, 0.013 mmol) in wet acetonitrile (1.0 mL, 0.75% H2O) at 0° C. Reaction mixture was stirred for 0.5 hour at 0° C. Then mo... Starting materials: ClC=1C=C(C(=O)OC)C=C(C1)C(F)(F)F (methyl 3-chloro-5-(trifluoromethyl)benzoate), [H-] (hydride). Run in C1CCOC1 (THF). Run at time 4 hour. Yields the product ClC=1C=C(C=C(C1)C(F)(F)F)CO ((3-chloro-5-(trifluoromethyl)phenyl)methanol). The yield is 102.0%. RXN SMILES: [Cl:1][C:2]1[CH:3]=[C:4]([CH:9]=[C:10]([C:12]([F:15])([F:14])[F:13])[CH:11]=1)[C:5](OC)=[O:6].[H-]>C1COCC1>[Cl:1][C:2]1[CH:3]=[C:4]([CH2:5][OH:6])[CH:9]=[C:10]([C:12]([F:14])([F:15])[F:13])[CH:11]=1. Procedure details: To a stirred solution of methyl 3-chloro-5-(trifluoromethyl)benzoate (Reference Example 29, 2.20 g, 9.22 mmol) in THF (100.0 mL) at −78° C. was added disobutylaluminum hydride solution (28.00 mL, 1.0 M in methylene chloride, 28.00 mmol) and the resulting reaction mixture was stirred at this temperature for 4 h. After this time, the reaction was quenched with 1.0 M hydrochloric acid (100 mL) and warmed to room temperature. The reaction mixture was diluted with ethyl acetate, washed with aqueous 1... Starting materials: FC(C(=O)F)(C(F)(F)F)OC(F)(F)F (2,3,3,3-tetrafluoro-2-(trifluoromethoxy)propionic acid fluoride), FC(C(=O)F)(C(F)(F)F)OC(C(F)(F)F)(F)F (2,3,3,3-tetrafluoro-2-(pentafluoroethoxy)propionic acid fluoride). Yields the product FC(=C(F)F)OC(F)(F)F (perfluoromethyl perfluorovinyl ether), FC(=C(F)F)OC(C(F)(F)F)(F)F (perfluoroethyl perfluorovinyl ether). RXN SMILES: [F:1][C:2]([O:10][C:11]([F:14])([F:13])[F:12])([C:6](F)([F:8])[F:7])C(F)=O.[F:15][C:16]([O:24][C:25]([F:31])([F:30])[C:26]([F:29])([F:28])[F:27])([C:20](F)([F:22])[F:21])C(F)=O>>[F:1][C:2]([O:10][C:11]([F:14])([F:13])[F:12])=[C:6]([F:8])[F:7].[F:15][C:16]([O:24][C:25]([F:30])([F:31])[C:26]([F:27])([F:28])[F:29])=[C:20]([F:22])[F:21]. Procedure: dehalocarbonylating an intermediate mixture comprising 2,3,3,3-tetrafluoro-2-(trifluoromethoxy)propionic acid fluoride (PMPF) and 2,3,3,3-tetrafluoro-2-(pentafluoroethoxy)propionic acid fluoride (PEPF) formed in step (a) to form a product mixture comprising perfluoromethyl perfluorovinyl ether (PMVE) and perfluoroethyl perfluorovinyl ether (PEVE).